This data is from the Open Reaction Database (ORD), a public repository of structured organic reaction records. The task is: describe an organic reaction: reactants, conditions, products, and yield The reactants are Cl (Hydrochloric acid), C(C1=CC=CC=C1)NC=1C2=C(N=C(N1)NC1=CC=C(C=C1)C1=CN=CO1)CCN(C2)C(=O)OC(C)(C)C (tert-butyl 4-(benzylamino)-2-(4-(oxazol-5-yl)phenylamino)-7,8-dihydropyrido[4,3-d]pyrimidine-6(5H)-carboxylate). Solvent: CO (MeOH). Run at temperature 76 celsius. The product is C(C1=CC=CC=C1)NC=1C2=C(N=C(N1)NC1=CC=C(C=C1)C1=CN=CO1)CCNC2 (N4-benzyl-N2-(4-(oxazol-5-yl)phenyl)-5,6,7,8-tetrahydropyrido[4,3-d]pyrimidine-2,4-diamine). The yield is 75.3%. RXN SMILES: Cl.[CH2:2]([NH:9][C:10]1[C:11]2[CH2:31][N:30](C(OC(C)(C)C)=O)[CH2:29][CH2:28][C:12]=2[N:13]=[C:14]([NH:16][C:17]2[CH:22]=[CH:21][C:20]([C:23]3[O:27][CH:26]=[N:25][CH:24]=3)=[CH:19][CH:18]=2)[N:15]=1)[C:3]1[CH:8]=[CH:7][CH:6]=[CH:5][CH:4]=1>CO>[CH2:2]([NH:9][C:10]1[C:11]2[CH2:31][NH:30][CH2:29][CH2:28][C:12]=2[N:13]=[C:14]([NH:16][C:17]2[CH:18]=[CH:19][C:20]([C:23]3[O:27][CH:26]=[N:25][CH:24]=3)=[CH:21][CH:22]=2)[N:15]=1)[C:3]1[CH:4]=[CH:5][CH:6]=[CH:7][CH:8]=1. Procedure details: Hydrochloric acid (2M aq, 2 ml) was added to a solution of tert-butyl 4-(benzylamino)-2-(4-(oxazol-5-yl)phenylamino)-7,8-dihydropyrido[4,3-d]pyrimidine-6(5H)-carboxylate (0.15 g, 0.30 mmol, Example 6a) in MeOH (4 mL). The reaction was heated in an open reaction vessel to 76° C. for 1 h and the product precipitated out from the solution as it was cooled. The crude product was filtered off and washed with water. The crude salt was dissolved in water and precipitated when saturated NaHCO3 was added... Starting materials: Nc1ccccc1, O, c1ccc(OP(Oc2ccccc2)Oc2ccccc2)cc1, Oc1cccc2ccccc12. Yields the product c1ccc(Nc2cccc3ccccc23)cc1. RXN SMILES: [NH2:12][c:13]1[cH:14][cH:15][cH:16][cH:17][cH:18]1.[OH2:41].[c:19]1([O:20][P:21]([O:22][c:23]2[cH:24][cH:25][cH:26][cH:27][cH:28]2)[O:29][c:30]2[cH:31][cH:32][cH:33][cH:34][cH:35]2)[cH:36][cH:37][cH:38][cH:39][cH:40]1.[c:1]1([OH:11])[cH:2][cH:3][cH:4][c:5]2[cH:6][cH:7][cH:8][cH:9][c:10]12>>[c:1]1([NH:12][c:13]2[cH:14][cH:15][cH:16][cH:17][cH:18]2)[cH:2][cH:3][cH:4][c:5]2[cH:6][cH:7][cH:8][cH:9][c:10]12.